From a dataset of the Open Reaction Database (ORD), a public repository of structured organic reaction records. describe an organic reaction: reactants, conditions, products, and yield Reactants: ClCCl, NCc1ccccc1, O=C1CCC2(CC1)OCCO2. Product: c1ccc(CN=C2CCC3(CC2)OCCO3)cc1. As a reaction SMILES: [Cl:20][CH2:21][Cl:22].[NH2:1][CH2:2][c:3]1[cH:4][cH:5][cH:6][cH:7][cH:8]1.[O:9]1[CH2:10][CH2:11][O:12][C:13]12[CH2:14][CH2:15][C:16](=[O:19])[CH2:17][CH2:18]2>>[N:1]([CH2:2][c:3]1[cH:4][cH:5][cH:6][cH:7][cH:8]1)=[C:16]1[CH2:15][CH2:14][C:13]2([O:9][CH2:10][CH2:11][O:12]2)[CH2:18][CH2:17]1. Reactants: OCC(C)(C)NC(=O)C=1C=2C[C@H]3[C@@H](C2N(N1)C1=NC=C(C=C1)Br)C3 ((1aS,5aS)-2-(5-bromo-pyridin-2-yl)-1a,2,5,5a-tetrahydro-1H-2,3-diaza-cyclopropa[a]pentalene-4-carboxylic acid (2-hydroxy-1,1-dimethyl-ethyl)-amide), C(#N)[Zn]C#N (dicyanozinc). The reagents and catalysts are C=1C=CC(=CC1)[P](C=2C=CC=CC2)(C=3C=CC=CC3)[Pd]([P](C=4C=CC=CC4)(C=5C=CC=CC5)C=6C=CC=CC6)([P](C=7C=CC=CC7)(C=8C=CC=CC8)C=9C=CC=CC9)[P](C=1C=CC=CC1)(C=1C=CC=CC1)C=1C=CC=CC1 (tetrakis(triphenylphosphine)palladium(0)). Run in CC(=O)N(C)C (DMA). Reaction conditions: temperature 140 celsius. The product is OCC(C)(C)NC(=O)C=1C=2C[C@H]3[C@@H](C2N(N1)C1=NC=C(C=C1)C#N)C3 ((1aS,5aS)-2-(5-Cyano-pyridin-2-yl)-1a,2,5,5a-tetrahydro-1H-2,3-diaza-cyclopropa[a]pentalene-4-carboxylic Acid (2-Hydroxy-1,1-dimethyl-ethyl)-amide). The yield is 63.9%. As a reaction SMILES: [OH:1][CH2:2][C:3]([NH:6][C:7]([C:9]1[C:10]2[CH2:11][C@@H:12]3[CH2:24][C@@H:13]3[C:14]=2[N:15]([C:17]2[CH:22]=[CH:21][C:20](Br)=[CH:19][N:18]=2)[N:16]=1)=[O:8])([CH3:5])[CH3:4].[C:25]([Zn]C#N)#[N:26]>CC(N(C)C)=O.C1C=CC([P]([Pd]([P](C2C=CC=CC=2)(C2C=CC=CC=2)C2C=CC=CC=2)([P](C2C=CC=CC=2)(C2C=CC=CC=2)C2C=CC=CC=2)[P](C2C=CC=CC=2)(C2C=CC=CC=2)C2C=CC=CC=2)(C2C=CC=CC=2)C2C=CC=CC=2)=CC=1>[OH:1][CH2:2][C:3]([NH:6][C:7]([C:9]1[C:10]2[CH2:11][C@@H:12]3[CH2:24][C@@H:13]3[C:14]=2[N:15]([C:17]2[CH:22]=[CH:21][C:20]([C:25]#[N:26])=[CH:19][N:18]=2)[N:16]=1)=[O:8])([CH3:5])[CH3:4] |^1:39,41,60,79|. Procedure details: In a heavy-walled sealed tube with a stir bar were added (1aS,5aS)-2-(5-bromo-pyridin-2-yl)-1a,2,5,5a-tetrahydro-1H-2,3-diaza-cyclopropa[a]pentalene-4-carboxylic acid (2-hydroxy-1,1-dimethyl-ethyl)-amide (0.020 g, 0.051 mmol), tetrakis(triphenylphosphine)palladium(0) (0.012 g, 0.010 mmol), and dicyanozinc (0.012 g, 0.10 mmol) in DMA (1.2 mL). The tube was sealed, flushed with argon, and heated under microwave irradiation at 140° C. for 90 min. Ice water (10 mL) was added. The mixture was extract... Reactants: O=C([O-])O, CC(O)(c1ccc(N2CCN(S(=O)(=O)c3cccs3)CC2COCc2ccccc2)cc1)C(F)(F)F, ClCCl, [Na+]. RXN SMILES: [C:37](=[O:38])([OH:39])[O-:40].[CH2:1]([c:2]1[cH:3][cH:4][cH:5][cH:6][cH:7]1)[O:8][CH2:9][CH:10]1[N:11]([c:24]2[cH:25][cH:26][c:27]([C:30]([C:31]([F:32])([F:33])[F:34])([CH3:35])[OH:36])[cH:28][cH:29]2)[CH2:12][CH2:13][N:14]([S:16](=[O:17])(=[O:18])[c:19]2[s:20][cH:21][cH:22][cH:23]2)[CH2:15]1.[Cl:42][CH2:43][Cl:44].[Na+:41]>>[O:8]=[CH:9][CH:10]1[N:11]([c:24]2[cH:25][cH:26][c:27]([C:30]([C:31]([F:32])([F:33])[F:34])([CH3:35])[OH:36])[cH:28][cH:29]2)[CH2:12][CH2:13][N:14]([S:16](=[O:17])(=[O:18])[c:19]2[s:20][cH:21][cH:22][cH:23]2)[CH2:15]1. The product is CC(O)(c1ccc(N2CCN(S(=O)(=O)c3cccs3)CC2C=O)cc1)C(F)(F)F. Starting materials: O(C1=CC=CC=C1)C1=CC(=C(C(=C1)C(C)C)NC(=S)N)C(C)C (N-(4-phenoxy-2,6-diisopropylphenyl)thiourea). The solvent is CC=1C=CC=CC1C (o-xylene). Yields the product O(C1=CC=CC=C1)C1=CC(=C(C(=C1)C(C)C)N=C=S)C(C)C (4-phenoxy-2,6-diisopropylphenylisothiocyanate). The yield is 89.3%. Reaction SMILES: [O:1]([C:8]1[CH:13]=[C:12]([CH:14]([CH3:16])[CH3:15])[C:11]([NH:17][C:18](N)=[S:19])=[C:10]([CH:21]([CH3:23])[CH3:22])[CH:9]=1)[C:2]1[CH:7]=[CH:6][CH:5]=[CH:4][CH:3]=1>CC1C=CC=CC=1C>[O:1]([C:8]1[CH:13]=[C:12]([CH:14]([CH3:16])[CH3:15])[C:11]([N:17]=[C:18]=[S:19])=[C:10]([CH:21]([CH3:23])[CH3:22])[CH:9]=1)[C:2]1[CH:3]=[CH:4][CH:5]=[CH:6][CH:7]=1. Reported procedure: 315 g (1 mol) of N-(4-phenoxy-2,6-diisopropylphenyl)thiourea are suspended in 800 ml of o-xylene, and the suspension is heated for 5 hours to reflux temperature, whereupon the temperature of the reaction mixture rises to ca. 150° C. The reaction mixture is then cooled, the solvent is removed by vacuum distillation, and the crude product is purified by distillation under a high vacuum, giving 278 g (93% of theory) of 4-phenoxy-2,6-diisopropylphenylisothiocyanate as a pale yellow oil with a boilin...